This data is from the Open Reaction Database (ORD), a public repository of structured organic reaction records. The task is: describe an organic reaction: reactants, conditions, products, and yield Starting materials: CC1([C@@H]([C@@H]1C#CC(=O)OCC(Cl)(Cl)Cl)C(=O)O)C ((1R,cis)2,2-dimethyl-3-(2,2,2-trichloroethoxycarbonylethynyl)-cyclopropane-carboxylic acid), C(Cl)Cl (methylene chloride), C(#N)[C@H](C1=CC(=CC=C1)OC1=CC=CC=C1)O ((S)α-cyano-3-phenoxy-benzyl alcohol). Solvent: N1=CC=CC=C1 (pyridine). The product is CC1([C@@H]([C@@H]1C#CC(=O)OCC(Cl)(Cl)Cl)C(=O)O[C@@H](C1=CC(=CC=C1)OC1=CC=CC=C1)C#N)C ((S)α-cyano-3-phenoxy-benzyl(1R,cis)2,2-dimethyl-3-(2,2,2-trichloroethoxycarbonylethynyl)-cyclopropane-carboxylate). Yield: 76.3%. As a reaction SMILES: [CH3:1][C:2]1([CH3:18])[C@@H:4]([C:5]#[C:6][C:7]([O:9][CH2:10][C:11]([Cl:14])([Cl:13])[Cl:12])=[O:8])[C@H:3]1[C:15]([OH:17])=[O:16].C(Cl)Cl.[C:22]([C@@H:24](O)[C:25]1[CH:30]=[CH:29][CH:28]=[C:27]([O:31][C:32]2[CH:37]=[CH:36][CH:35]=[CH:34][CH:33]=2)[CH:26]=1)#[N:23]>N1C=CC=CC=1>[CH3:1][C:2]1([CH3:18])[C@@H:4]([C:5]#[C:6][C:7]([O:9][CH2:10][C:11]([Cl:13])([Cl:14])[Cl:12])=[O:8])[C@H:3]1[C:15]([O:17][C@H:24]([C:22]#[N:23])[C:25]1[CH:30]=[CH:29][CH:28]=[C:27]([O:31][C:32]2[CH:33]=[CH:34][CH:35]=[CH:36][CH:37]=2)[CH:26]=1)=[O:16]. Procedure: 6.2 g of dicyclohexycarbodiimide were added to a solution of 9.5 g of the product of Step C, 30 ml of methylene chloride and 3 ml of pyridine and the reaction mixture was stirred for half an hour. 6.8 g of (S)α-cyano-3-phenoxy-benzyl alcohol were added thereto and the mixture was stirred for an hour and half and filtered. The filtrate was washed with N hydrochloric acid, then with water until neutral, dried, and evaporated to dryness. The 15.3 g of oil residue were chromatographed over silica ge...